This data is from the Open Reaction Database (ORD), a public repository of structured organic reaction records. The task is: describe an organic reaction: reactants, conditions, products, and yield The reactants are CC(C)(C)C1=C(C=CC=C1)O (2-(1,1-dimethylethyl)phenol), C([O-])([O-])=O.[K+].[K+] (potassium carbonate), C(C=C)Br (allyl bromide). Solvent: CC(=O)C (acetone), C(C)(=O)OCC (ethyl acetate). Product: C(C=C)OC1=C(C=CC=C1)C(C)(C)C (O-Allyl-2-(1,1-dimethylethyl)phenol). Isolated yield 87.8%. RXN SMILES: [CH3:1][C:2]([C:5]1[CH:10]=[CH:9][CH:8]=[CH:7][C:6]=1[OH:11])([CH3:4])[CH3:3].C(=O)([O-])[O-].[K+].[K+].[CH2:18](Br)[CH:19]=[CH2:20]>CC(C)=O.C(OCC)(=O)C>[CH2:20]([O:11][C:6]1[CH:7]=[CH:8][CH:9]=[CH:10][C:5]=1[C:2]([CH3:1])([CH3:3])[CH3:4])[CH:19]=[CH2:18] |f:1.2.3|. Procedure: A solution of 150 g (1 mol) of 2-(1,1-dimethylethyl)phenol, 151.8 g (1.1. mol) of potassium carbonate and 115 g (1.05 mol) of allyl bromide dissolved in 500 ml of acetone was stirred at reflux temperature for 70 hours and then cooled to room temperature. Once cooled, all precipitates were removed by filtration and the resulting filtrate was concentrated to provide a residue. This residue was dissolved in ethyl acetate and the resulting solution was washed with a 1 N hydrochloric acid solution, w...